Task: describe an organic reaction: reactants, conditions, products, and yield. Dataset: the Open Reaction Database (ORD), a public repository of structured organic reaction records Procedure details: A mixture of 4-methyl-2-(4-trifluoromethyl-phenyl)-thiazole-5-carboxylic acid ethyl ester (1.00 g, 3.18 mmol), N-bromosuccinimide (594 mg, 3.34 mol) and benzoyl peroxide (77 mg, 0.32 mmol) in carbon tetrachloride (15 mL) was refluxed for 16 h before it was cooled to room temperature and partitioned between dichloromethane and water. The organic layer was washed with saturated aqueous sodium bicarbonate solution, brine, dried over anhydrous sodium sulfate and concentrated in vacuo to give the tit... Run in C(Cl)(Cl)(Cl)Cl (carbon tetrachloride). Yields the product C(C)OC(=O)C1=C(N=C(S1)C1=CC=C(C=C1)C(F)(F)F)CBr (4-Bromomethyl-2-(4-trifluoromethyl-phenyl)-thiazole-5-carboxylic acid ethyl ester). Isolated yield 105.3%. As a reaction SMILES: [CH2:1]([O:3][C:4]([C:6]1[S:10][C:9]([C:11]2[CH:16]=[CH:15][C:14]([C:17]([F:20])([F:19])[F:18])=[CH:13][CH:12]=2)=[N:8][C:7]=1[CH3:21])=[O:5])[CH3:2].[Br:22]N1C(=O)CCC1=O>C(Cl)(Cl)(Cl)Cl.C(OOC(=O)C1C=CC=CC=1)(=O)C1C=CC=CC=1>[CH2:1]([O:3][C:4]([C:6]1[S:10][C:9]([C:11]2[CH:16]=[CH:15][C:14]([C:17]([F:19])([F:20])[F:18])=[CH:13][CH:12]=2)=[N:8][C:7]=1[CH2:21][Br:22])=[O:5])[CH3:2]. Reactants: C(C)OC(=O)C1=C(N=C(S1)C1=CC=C(C=C1)C(F)(F)F)C (4-methyl-2-(4-trifluoromethyl-phenyl)-thiazole-5-carboxylic acid ethyl ester), BrN1C(CCC1=O)=O (N-bromosuccinimide). Reagents/catalysts: C(C1=CC=CC=C1)(=O)OOC(C1=CC=CC=C1)=O (benzoyl peroxide). The reactants are Fc1cc(Cl)cc(Br)c1, O=C([O-])[O-], CN1CCCC1=O, Cl, [K+], [K+], O, Cc1cc(O)cc(=O)[nH]1. The product is Cc1cc(Oc2cc(Cl)cc(Br)c2)cc(=O)[nH]1. As a reaction SMILES: [Br:10][c:11]1[cH:12][c:13]([Cl:18])[cH:14][c:15]([F:17])[cH:16]1.[C:19](=[O:20])([O-:21])[O-:22].[CH3:26][N:27]1[CH2:28][CH2:29][CH2:30][C:31]1=[O:32].[ClH:25].[K+:23].[K+:24].[OH2:33].[OH:1][c:2]1[cH:3][c:4](=[O:9])[nH:5][c:6]([CH3:8])[cH:7]1>>[O:1]([c:2]1[cH:3][c:4](=[O:9])[nH:5][c:6]([CH3:8])[cH:7]1)[c:15]1[cH:14][c:13]([Cl:18])[cH:12][c:11]([Br:10])[cH:16]1. Reactants: C(C1=CC=CC=C1)OC1=CC(=C(C=NO)C=C1OC)I (4-benzyloxy-2-iodo-5-methoxy-benzaldehyde oxime), CN(C=O)C (N,N-dimethylformamide), O (water), ClN1C(CCC1=O)=O (N-chlorosuccinimide). Solvent: C(C)(=O)OCC (ethyl acetate). Conditions: time 20 minute. The product is C(C1=CC=CC=C1)OC1=CC(=C(C(=NO)Cl)C=C1OC)I (4-benzyloxy-N-hydroxy-2-iodo-5-methoxy-benzimidoylchloride). Reaction SMILES: [CH2:1]([O:8][C:9]1[C:17]([O:18][CH3:19])=[CH:16][C:12]([CH:13]=[N:14][OH:15])=[C:11]([I:20])[CH:10]=1)[C:2]1[CH:7]=[CH:6][CH:5]=[CH:4][CH:3]=1.CN(C)C=O.[Cl:26]N1C(=O)CCC1=O.O>C(OCC)(=O)C>[CH2:1]([O:8][C:9]1[C:17]([O:18][CH3:19])=[CH:16][C:12]([C:13]([Cl:26])=[N:14][OH:15])=[C:11]([I:20])[CH:10]=1)[C:2]1[CH:3]=[CH:4][CH:5]=[CH:6][CH:7]=1. Reported procedure: To a mixture of 4-benzyloxy-2-iodo-5-methoxy-benzaldehyde oxime (reference example 2-1) (12.8 g) and N,N-dimethylformamide (110 mL) was added N-chlorosuccinimide (4.9 g) at room temperature. After stirring at room temperature for 20 minutes, water and ethyl acetate were added to the mixture under ice-bath cooling. The separated organic layer was dried over anhydrous magnesium sulfate, and concentrated under reduced pressure to give 4-benzyloxy-N-hydroxy-2-iodo-5-methoxy-benzimidoylchloride. Reactants: C(C=C)OC1=NC=CC=C1[N+](=O)[O-] (2-allyloxy-3-nitropyridine), [Sn](Cl)Cl (Tin (II) chloride), C(=O)(O)[O-].[Na+] (NaHCO3). Solvent: C(C)O (ethanol). The product is C(C=C)OC1=NC=CC=C1N (2-allyloxy-3-amino pyridine). RXN SMILES: [CH2:1]([O:4][C:5]1[C:10]([N+:11]([O-])=O)=[CH:9][CH:8]=[CH:7][N:6]=1)[CH:2]=[CH2:3].[Sn](Cl)Cl.C([O-])(O)=O.[Na+]>C(O)C>[CH2:1]([O:4][C:5]1[C:10]([NH2:11])=[CH:9][CH:8]=[CH:7][N:6]=1)[CH:2]=[CH2:3] |f:2.3|. Procedure: To the solution of 2-allyloxy-3-nitropyridine(28.68 mmol) in ethanol (30 ml), Tin (II) chloride (143.4 mmol) may be added. The reaction mixture can be stirred at reflux for 4 hours and then can be cooled to room temperature. NaHCO3 (aq) can be added until pH=7 is achieved. Then the reaction mixture can be extracted with ethyl acetate (3×). The combined organic layer can be dried over MgSO4, filtered and concentrated under reduced pressure to give desired product.